Dataset: the Open Reaction Database (ORD), a public repository of structured organic reaction records. Task: describe an organic reaction: reactants, conditions, products, and yield The reactants are O.[OH-].[Li+] (lithium hydroxide monohydrate), solution, O1CCCC1 (tetrahydrofuran), C=1(C(=CC=CC1)C(=O)CN1C(C(CN(C2=C1C=C(C=C2)C)CC=C(C)C)NC(=O)NC2=CC(=CC=C2)C(=O)OCC)=O)C (1-[1-(2-Toluoylmethyl)-2-oxo-5-(3-methyl-2-butenyl)-8-methyl-1,3,4,5-tetrahydro-2H-1,5-benzodiazepin-3-yl]-3-(3-ethoxycarbonylphenyl)urea). Run in CO (methanol). Yields the product C=1(C(=CC=CC1)C(=O)CN1C(C(CN(C2=C1C=C(C=C2)C)CC=C(C)C)NC(NC=2C=C(C(=O)O)C=CC2)=O)=O)C (3-[3-[1-(2-toluoylmethyl)-2-oxo-5-(3-methyl-2-butenyl)-8-methyl-1,3,4,5-tetrahydro-2H-1,5-benzodiazepin-3-yl]ureido]benzoic acid). The yield is 77.9%. As a reaction SMILES: [C:1]1([CH3:43])[C:2]([C:7]([CH2:9][N:10]2[C:16]3[CH:17]=[C:18]([CH3:21])[CH:19]=[CH:20][C:15]=3[N:14]([CH2:22][CH:23]=[C:24]([CH3:26])[CH3:25])[CH2:13][CH:12]([NH:27][C:28]([NH:30][C:31]3[CH:36]=[CH:35][CH:34]=[C:33]([C:37]([O:39]CC)=[O:38])[CH:32]=3)=[O:29])[C:11]2=[O:42])=[O:8])=[CH:3][CH:4]=[CH:5][CH:6]=1.O.[OH-].[Li+].O1CCCC1>CO>[C:1]1([CH3:43])[C:2]([C:7]([CH2:9][N:10]2[C:16]3[CH:17]=[C:18]([CH3:21])[CH:19]=[CH:20][C:15]=3[N:14]([CH2:22][CH:23]=[C:24]([CH3:25])[CH3:26])[CH2:13][CH:12]([NH:27][C:28](=[O:29])[NH:30][C:31]3[CH:32]=[C:33]([CH:34]=[CH:35][CH:36]=3)[C:37]([OH:39])=[O:38])[C:11]2=[O:42])=[O:8])=[CH:3][CH:4]=[CH:5][CH:6]=1 |f:1.2.3|. Procedure details: 1-[1-(2-Toluoylmethyl)-2-oxo-5-(3-methyl-2-butenyl)-8-methyl-1,3,4,5-tetrahydro-2H-1,5-benzodiazepin-3-yl]-3-(3-ethoxycarbonylphenyl)urea (310 mg) was dissolved in methanol (16 ml), aqueous lithium hydroxide monohydrate (112 mg) solution (8 ml) and tetrahydrofuran (8 ml) were added, and the mixture was refluxed for 50 minutes. The reaction mixture was concentrated under reduced pressure, the residue was dissolved in water (150 ml), washed with diethyl ether, acidified with 1N hydrochloric acid, ... Reactants: CO, ClC(Cl)Cl, O=C(OO)c1cccc(Cl)c1, O=[N+]([O-])c1cnc(Sc2cncc[n+]2[O-])s1. Yields the product O=[N+]([O-])c1cnc(S(=O)c2cncc[n+]2[O-])s1. Reaction SMILES: [CH3:28][OH:29].[CH:30]([Cl:31])([Cl:32])[Cl:33].[Cl:17][c:18]1[cH:19][cH:20][cH:21][c:22]([C:23]([O:24][OH:26])=[O:25])[cH:27]1.[N+:1](=[O:2])([O-:3])[c:4]1[cH:5][n:6][c:7]([S:9][c:10]2[n+:11]([O-:16])[cH:12][cH:13][n:14][cH:15]2)[s:8]1>>[N+:1](=[O:2])([O-:3])[c:4]1[cH:5][n:6][c:7]([S:9]([c:10]2[n+:11]([O-:16])[cH:12][cH:13][n:14][cH:15]2)=[O:25])[s:8]1. The reactants are C(C=C)OC(=O)N1[C@@H](CC(C1)C(C)O)CO ((2S)-1-allyloxycarbonyl-4-(1-hydroxyethyl)-2-hydroxymethylpyrrolidine), CC(=O)C.OS(=O)(=O)O.O=[Cr](=O)=O (Jones' Reagent), CC(C)O (2-propanol). Solvent: CC(=O)C (acetone). Run at time 3 hour. Yields the product C(C)(=O)C1C[C@H](N(C1)C(=O)OCC=C)C(=O)O ((2S)-4-acetyl-1-allyloxycarbonylpyrrolidine-2-carboxylic acid). As a reaction SMILES: [CH2:1]([O:4][C:5]([N:7]1[CH2:11][CH:10]([CH:12]([OH:14])[CH3:13])[CH2:9][C@H:8]1[CH2:15][OH:16])=[O:6])[CH:2]=[CH2:3].CC(C)=[O:19].OS(O)(=O)=O.O=[Cr](=O)=O.CC(O)C>CC(C)=O>[C:12]([CH:10]1[CH2:11][N:7]([C:5]([O:4][CH2:1][CH:2]=[CH2:3])=[O:6])[C@H:8]([C:15]([OH:19])=[O:16])[CH2:9]1)(=[O:14])[CH3:13] |f:1.2.3|. Reported procedure: To a solution of (2S)-1-allyloxycarbonyl-4-(1-hydroxyethyl)-2-hydroxymethylpyrrolidine (30 g) in acetone (300 ml) was added dropwise Jones' Reagent (2.67N, 245 ml) at 0° C. After stirring for 3 hours, to the reaction mixture was added dropwise 2-propanol (500 ml), and the mixture was stirred at 0° C. for 1 hour. The precipitate was filtered off and the filtrate was evaporated to give a residual oil, which was extracted with ethyl acetate and the organic layer was separated, washed with brine, dr... Starting materials: N[C@@H](CC1=CC=C2C=CC=CC2=C1)C(=O)O (Nal), OC1=CC=C(C=C1)N1CCNCC1 (4-(4-Hydroxyphenyl)piperazine), [H-].[Na+] (NaH), C(C1=CC=CC=C1)(C1=CC=CC=C1)C(COCC(C(C1=CC=CC=C1)C1=CC=CC=C1)Cl)Cl (Benzhydrylchloroethylether). Run in CN(C)C=O (DMF). Conditions: temperature 70 celsius. Yields the product C1(=CC=CC=C1)C(OCCOC1=CC=C(C=C1)N1CCNCC1)C1=CC=CC=C1.C([O-])([O-])=O (4-[4-{2-(DIPHENYLMETHOXY)ETHOXY}PHENYL]PIPERAZINE·CARBONATE). Yield: 202.7%. Reaction SMILES: [OH:1][C:2]1[CH:7]=[CH:6][C:5]([N:8]2[CH2:13][CH2:12][NH:11][CH2:10][CH2:9]2)=[CH:4][CH:3]=1.[H-].[Na+].C(C(Cl)C[O:31]CC(Cl)[CH:34]([C:41]1[CH:46]=[CH:45][CH:44]=[CH:43][CH:42]=1)[C:35]1[CH:40]=[CH:39][CH:38]=[CH:37][CH:36]=1)(C1C=CC=CC=1)C1C=CC=CC=1.N[C@H:50]([C:62]([OH:64])=[O:63])CC1C=C2C(C=CC=C2)=CC=1>CN(C=O)C>[C:41]1([CH:34]([C:35]2[CH:36]=[CH:37][CH:38]=[CH:39][CH:40]=2)[O:63][CH2:62][CH2:50][O:1][C:2]2[CH:3]=[CH:4][C:5]([N:8]3[CH2:13][CH2:12][NH:11][CH2:10][CH2:9]3)=[CH:6][CH:7]=2)[CH:42]=[CH:43][CH:44]=[CH:45][CH:46]=1.[C:62](=[O:63])([O-:31])[O-:64] |f:1.2,6.7|. Reported procedure: 4-(4-Hydroxyphenyl)piperazine (0.356 g, 2 mmol) is added to a stirred suspension of NaH (0.088 g of 60% oil dispersion (2.2 mmol)), washed and decanted with pentane) in DMF (5 mL) under N2 and the reaction mixture was heated to 70° C. for approximately 10 min (until the effervescence ceased). Benzhydrylchloroethylether (0.542 g, 2.2 mmol) in DMF (1.5 mL) was added, followed by Nal (0.331 g, 2.2 mmol). The reaction mixture was stirred and heated to 90°-100° C. for 48 h. DMF was removed in vacuo a... Reactants: CC(C)(C)C(=O)OC(=O)C(C)(C)C, O=C([O-])O, Cc1ccccc1, CN(C)c1ccncc1, [Na+], O, CC12CCC3=C4CCC(=O)C=C4CCC3C1C(O)CC2=O. Yields the product CC12CCC3=C4CCC(=O)C=C4CCC3C1C=CC2=O. Reaction SMILES: [C:23]([O:24][C:25](=[O:26])[C:27]([CH3:28])([CH3:29])[CH3:30])(=[O:31])[C:32]([CH3:33])([CH3:34])[CH3:35].[C:36](=[O:37])([O-:38])[OH:39].[CH3:41][c:42]1[cH:43][cH:44][cH:45][cH:46][cH:47]1.[CH3:48][N:49]([CH3:50])[c:51]1[cH:52][cH:53][n:54][cH:55][cH:56]1.[Na+:40].[OH2:22].[OH:1][CH:2]1[CH2:3][C:4](=[O:21])[C:5]2([CH3:6])[CH:7]1[CH:8]1[CH2:9][CH2:10][C:11]3=[CH:12][C:13](=[O:20])[CH2:14][CH2:15][C:16]3=[C:17]1[CH2:18][CH2:19]2>>[CH:2]1=[CH:3][C:4](=[O:21])[C:5]2([CH3:6])[CH:7]1[CH:8]1[CH2:9][CH2:10][C:11]3=[CH:12][C:13](=[O:20])[CH2:14][CH2:15][C:16]3=[C:17]1[CH2:18][CH2:19]2. Starting materials: CC(C)(C)OC(=O)N1CCNCC1, CCN=C=NCCCN(C)C, CCOC(C)=O, CN(C)C=O, O, On1nnc2ccccc21, O=C(O)Cc1cccnc1. Yields the product CC(C)(C)OC(=O)N1CCN(C(=O)Cc2cccnc2)CC1. RXN SMILES: [C:1](=[O:2])([O:3][C:4]([CH3:5])([CH3:6])[CH3:7])[N:8]1[CH2:9][CH2:10][NH:11][CH2:12][CH2:13]1.[CH3:34][CH2:35][N:36]=[C:37]=[N:38][CH2:39][CH2:40][CH2:41][N:42]([CH3:43])[CH3:44].[CH3:51][CH2:52][O:53][C:54](=[O:55])[CH3:56].[O:45]=[CH:46][N:47]([CH3:48])[CH3:49].[OH2:50].[OH:24][n:25]1[c:26]2[c:27]([cH:28][cH:29][cH:30][cH:31]2)[n:32][n:33]1.[n:14]1[cH:15][c:16]([CH2:20][C:21](=[O:22])[OH:23])[cH:17][cH:18][cH:19]1>>[C:1](=[O:2])([O:3][C:4]([CH3:5])([CH3:6])[CH3:7])[N:8]1[CH2:9][CH2:10][N:11]([C:21]([CH2:20][c:16]2[cH:15][n:14][cH:19][cH:18][cH:17]2)=[O:22])[CH2:12][CH2:13]1. Starting materials: C(C)(C)(C)C1=CC=C(NC2=NN=C(C3=CC=CC=C23)CC=2C=NC(=C(C2)Br)OC)C=C1 (1-(4-tert-butyl-anilino)-4-[5-bromo-6-methoxy-(pyridin-3-yl)-methyl]phthalazine), C(CCC)[Sn](C=1OC=CC1)(CCCC)CCCC (2-tributylstannyl-furan). The reagents and catalysts are C=1C=CC(=CC1)[P](C=2C=CC=CC2)(C=3C=CC=CC3)[Pd]([P](C=4C=CC=CC4)(C=5C=CC=CC5)C=6C=CC=CC6)([P](C=7C=CC=CC7)(C=8C=CC=CC8)C=9C=CC=CC9)[P](C=1C=CC=CC1)(C=1C=CC=CC1)C=1C=CC=CC1 (Pd[P(C6H5)3]4). Run in CCOC(=O)C (EtOAc). Run at temperature 100 celsius, time 4 hour. Product: C(C)(C)(C)C1=CC=C(NC2=NN=C(C3=CC=CC=C23)CC=2C=NC(=C(C2)C=2OC=CC2)OC)C=C1 (1-(4-tert-Butyl-anilino)-4-[5-(furan-2-yl)-6-methoxy-(pyridin-3-yl)-methyl]phthalazine). As a reaction SMILES: [C:1]([C:5]1[CH:31]=[CH:30][C:8]([NH:9][C:10]2[C:19]3[C:14](=[CH:15][CH:16]=[CH:17][CH:18]=3)[C:13]([CH2:20][C:21]3[CH:22]=[N:23][C:24]([O:28][CH3:29])=[C:25](Br)[CH:26]=3)=[N:12][N:11]=2)=[CH:7][CH:6]=1)([CH3:4])([CH3:3])[CH3:2].C([Sn](CCCC)(CCCC)[C:37]1[O:38][CH:39]=[CH:40][CH:41]=1)CCC>CCOC(C)=O.C1C=CC([P]([Pd]([P](C2C=CC=CC=2)(C2C=CC=CC=2)C2C=CC=CC=2)([P](C2C=CC=CC=2)(C2C=CC=CC=2)C2C=CC=CC=2)[P](C2C=CC=CC=2)(C2C=CC=CC=2)C2C=CC=CC=2)(C2C=CC=CC=2)C2C=CC=CC=2)=CC=1>[C:1]([C:5]1[CH:31]=[CH:30][C:8]([NH:9][C:10]2[C:19]3[C:14](=[CH:15][CH:16]=[CH:17][CH:18]=3)[C:13]([CH2:20][C:21]3[CH:22]=[N:23][C:24]([O:28][CH3:29])=[C:25]([C:37]4[O:38][CH:39]=[CH:40][CH:41]=4)[CH:26]=3)=[N:12][N:11]=2)=[CH:7][CH:6]=1)([CH3:4])([CH3:3])[CH3:2] |^1:59,61,80,99|. Procedure: To a solution of 366 mg (0.76 mMol) 1-(4-tert-butyl-anilino)-4-[5-bromo-6-methoxy-(pyridin-3-yl)-methyl]phthalazine (Ex. 17: a) in 7 ml degassed DMF under a N2-atmosphere are added 174 mg (0.15 mMol) of Pd[P(C6H5)3]4 and 0.6 ml (1.9 mMol) of 2-tributylstannyl-furan (Aldrich). After 4 h stirring at 100° C., the reaction mixture is diluted with EtOAc and washed with NaHCO3 solution. The aqueous layers are extracted twice with EtOAc, the organic phases washed with water, brine, dried (Na2SO4) and c...